From a dataset of the Open Reaction Database (ORD), a public repository of structured organic reaction records. describe an organic reaction: reactants, conditions, products, and yield Reactants: CC(OC(=O)OC1CC(=O)NC1=O)OC(=O)C(C)C, CC(OC(=O)SC(C)(C)C)OC(=O)C(C)C, O=C(OO)c1cccc(Cl)c1, ClCCl, O=C1CCC(=O)N1O. The product is CC(OC(=O)OC1CC(=O)NC1=O)OC(=O)C(C)C, O=C(O)c1cccc(Cl)c1. RXN SMILES: [C:1]([CH:2]([CH3:3])[CH3:4])(=[O:5])[O:6][CH:7]([CH3:8])[O:9][C:10](=[O:11])[O:12][CH:13]1[C:14](=[O:15])[NH:16][C:17](=[O:19])[CH2:18]1.[C:28](=[O:29])([S:30][C:31]([CH3:32])([CH3:33])[CH3:34])[O:35][CH:36]([O:37][C:38](=[O:39])[CH:40]([CH3:41])[CH3:42])[CH3:43].[Cl:44][c:45]1[cH:46][c:47]([C:51](=[O:52])[O:53][OH:54])[cH:48][cH:49][cH:50]1.[Cl:55][CH2:56][Cl:57].[OH:20][N:21]1[C:22](=[O:23])[CH2:24][CH2:25][C:26]1=[O:27]>>[C:1]([CH:2]([CH3:3])[CH3:4])(=[O:5])[O:6][CH:7]([CH3:8])[O:9][C:10](=[O:11])[O:12][CH:13]1[C:14](=[O:15])[NH:16][C:17](=[O:19])[CH2:18]1.[Cl:44][c:45]1[cH:46][c:47]([C:51](=[O:52])[OH:53])[cH:48][cH:49][cH:50]1. Reactants: [NH4+].[OH-] (NH4OH), ClN1C(CCC1=O)=O (N-chlorosuccinimide), BrC1=C(C=NO)C(=CC(=C1)Cl)F (2-bromo-4-chloro-6-fluoro-benzaldehyde oxime), CCOC(=O)C (EtOAc). Run in CN(C)C=O (DMF), CN(C)C=O (DMF), [Cl-].[Na+].O (brine). Run at temperature 50 celsius, time 30 minute. Yields the product BrC1=C(C(=N)NO)C(=CC(=C1)Cl)F (2-Bromo-4-chloro-6-fluoro-N-hydroxy-benzamidine), solid. The yield is 82.0%. As a reaction SMILES: Cl[N:2]1C(=O)CCC1=O.[Br:9][C:10]1[CH:18]=[C:17]([Cl:19])[CH:16]=[C:15]([F:20])[C:11]=1[CH:12]=[N:13][OH:14].[NH4+].[OH-].CCOC(C)=O>CN(C=O)C.[Cl-].[Na+].O>[Br:9][C:10]1[CH:18]=[C:17]([Cl:19])[CH:16]=[C:15]([F:20])[C:11]=1[C:12]([NH:13][OH:14])=[NH:2] |f:2.3,6.7.8|. Procedure details: A solution of N-chlorosuccinimide (8.34 g, 62.49 mmol) in DMF (25 ml) was added slowly to a solution of 2-bromo-4-chloro-6-fluoro-benzaldehyde oxime (15 g, 59.52 mmol) in DMF (50 ml) at 50° C. After completion of the addition, the reaction mixture was allowed to stir for 30 min at 50° C. The reaction mixture was then cooled to 3-5° C. and NH4OH (4.6 ml, 119 mmol) was added dropwise. During addition the temperature was maintained between 0-10° C. and the reaction mixture was stirred for another 1...